From a dataset of the Open Reaction Database (ORD), a public repository of structured organic reaction records. describe an organic reaction: reactants, conditions, products, and yield Run at time 20 hour. RXN SMILES: [H-].[Na+].[CH3:3][C:4]1[CH:8]=[C:7]([CH:9]=[CH:10][C:11]2[CH:16]=[CH:15][CH:14]=[CH:13][C:12]=2[OH:17])[O:6][N:5]=1.[H][H].[CH2:20]([CH:22]1[O:24][CH2:23]1)Br>CS(C)=O>[CH3:3][C:4]1[CH:8]=[C:7]([CH:9]=[CH:10][C:11]2[CH:16]=[CH:15][CH:14]=[CH:13][C:12]=2[O:17][CH2:20][CH:22]2[O:24][CH2:23]2)[O:6][N:5]=1 |f:0.1|. Run in CS(=O)C (dimethylsulfoxide), CS(=O)C (dimethylsulfoxide). Procedure: 6.44 g of 55% strength sodium hydride in paraffin oil (0.15 mole) are introduced into 200 ml of absolute dimethylsulfoxide and 30 g (0.15 mole) of 3-methyl-5-(2-hydroxystyryl)-isoxazole, dissolved in 50 ml of dimethylsulfoxide, are added dropwise at room temperature. When the evolution of hydrogen has ceased, 20.2 g (0.15 mole) of epibromohydrin are added dropwise and the reaction mixture is stirred for 20 hours at room temperature. The mixture is then poured onto 1.5 liters of ice water and the... Yields the product CC1=NOC(=C1)C=CC1=C(C=CC=C1)OCC1CO1 (3-Methyl-5-[2-(2,3-epoxypropoxy)-styryl]isoxazole). Reactants: [H-].[Na+] (sodium hydride), paraffin, CC1=NOC(=C1)C=CC1=C(C=CC=C1)O (3-methyl-5-(2-hydroxystyryl)-isoxazole), C(Br)C1CO1 (epibromohydrin), [H][H] (hydrogen), ice water.